Task: describe an organic reaction: reactants, conditions, products, and yield. Dataset: the Open Reaction Database (ORD), a public repository of structured organic reaction records Reactants: [Br-], BrCCCCCCCCCCCBr, CC(C)CC[Mg+], Cl[Cu]Cl, [Li], C1CCOC1. Product: CC(C)CCCCCCCCCCCCCBr. As a reaction SMILES: [Br-:1].[Br:8][CH2:9][CH2:10][CH2:11][CH2:12][CH2:13][CH2:14][CH2:15][CH2:16][CH2:17][CH2:18][CH2:19][Br:20].[CH3:2][CH:3]([CH2:4][CH2:5][Mg+:6])[CH3:7].[Cu:26]([Cl:27])[Cl:28].[Li:29].[O:21]1[CH2:22][CH2:23][CH2:24][CH2:25]1>>[CH3:2][CH:3]([CH2:4][CH2:5][CH2:19][CH2:18][CH2:17][CH2:16][CH2:15][CH2:14][CH2:13][CH2:12][CH2:11][CH2:10][CH2:9][Br:8])[CH3:7]. Reactants: ClC1=CC=C(CO)C=C1 (4-chlorobenzyl alcohol), C(=O)(Cl)Cl (phosgene). Product: ClC(=O)OCC1=CC=C(C=C1)Cl (4-Chlorobenzyl Chloroformate). As a reaction SMILES: [Cl:1][C:2]1[CH:9]=[CH:8][C:5]([CH2:6][OH:7])=[CH:4][CH:3]=1.[C:10](Cl)([Cl:12])=[O:11]>>[Cl:12][C:10]([O:7][CH2:6][C:5]1[CH:8]=[CH:9][C:2]([Cl:1])=[CH:3][CH:4]=1)=[O:11]. Procedure details: Prepared according to the procedure described in Example 56, Step 1, using the following starting materials: 4-chlorobenzyl alcohol and phosgene (20% in toluene). RXN SMILES: [CH3:1][NH:2][c:3]1[c:4]([C:5](=[O:6])[NH2:7])[cH:8][cH:9][cH:10][cH:11]1.[Cl:12][C:13](=[O:14])[O:15][c:16]1[cH:17][cH:18][c:19]([O:22][c:23]2[n:24][cH:25][c:26]([C:29]([F:30])([F:31])[F:32])[cH:27][cH:28]2)[cH:20][cH:21]1>>[CH3:1][N:2]([c:3]1[c:4]([C:5](=[O:6])[NH2:7])[cH:8][cH:9][cH:10][cH:11]1)[C:13](=[O:14])[O:15][c:16]1[cH:17][cH:18][c:19]([O:22][c:23]2[n:24][cH:25][c:26]([C:29]([F:30])([F:31])[F:32])[cH:27][cH:28]2)[cH:20][cH:21]1. Yields the product CN(C(=O)Oc1ccc(Oc2ccc(C(F)(F)F)cn2)cc1)c1ccccc1C(N)=O. The reactants are CNc1ccccc1C(N)=O, O=C(Cl)Oc1ccc(Oc2ccc(C(F)(F)F)cn2)cc1. Reactants: CCOC(COc1cc(C)cs1)OCC, CCCCO, Cl, Cl, O, NCCc1ccc(O)c(O)c1. The product is Cl, Cc1csc(OCC2NCCc3cc(O)c(O)cc32)c1. RXN SMILES: [CH2:19]([O:20][CH:22]([O:21][CH2:31][CH3:32])[CH2:23][O:24][c:25]1[s:26][cH:27][c:28]([CH3:30])[cH:29]1)[CH3:33].[CH2:1]([OH:2])[CH2:3][CH2:4][CH3:5].[ClH:6].[ClH:7].[OH2:34].[OH:8][c:9]1[cH:10][c:11]([CH2:12][CH2:13][NH2:14])[cH:15][cH:16][c:17]1[OH:18]>>[ClH:6].[OH:8][c:9]1[cH:10][c:11]2[c:15]([cH:16][c:17]1[OH:18])[CH:22]([CH2:23][O:24][c:25]1[s:26][cH:27][c:28]([CH3:30])[cH:29]1)[NH:14][CH2:13][CH2:12]2. Starting materials: COC1=C(C(=O)O)C(=CC(=C1)C(F)(F)F)SC (2-methoxy-6-methylsulfanyl-4-trifluoromethyl-benzoic acid), S(=O)(Cl)Cl (thionylchloride). The solvent is C1(=CC=CC=C1)C (toluene). Run at temperature 80 celsius. Yields the product COC1=C(C(=O)Cl)C(=CC(=C1)C(F)(F)F)SC (2-Methoxy-6-methylsulfanyl-4-trifluoromethyl-benzoyl chloride). RXN SMILES: [CH3:1][O:2][C:3]1[CH:11]=[C:10]([C:12]([F:15])([F:14])[F:13])[CH:9]=[C:8]([S:16][CH3:17])[C:4]=1[C:5](O)=[O:6].S(Cl)([Cl:20])=O>C1(C)C=CC=CC=1>[CH3:1][O:2][C:3]1[CH:11]=[C:10]([C:12]([F:15])([F:14])[F:13])[CH:9]=[C:8]([S:16][CH3:17])[C:4]=1[C:5]([Cl:20])=[O:6]. Procedure details: A mixture of 51 mg (0.191 mmol) 2-methoxy-6-methylsulfanyl-4-trifluoromethyl-benzoic acid (CAS 1208984-79-5) and 140 ul (1.91 mmol) thionylchloride in toluene (0.5 ml) was heated in a 80° C. oil bath for 4 hours. The solvent was removed in vacuo to provide the title compound.